From a dataset of the Open Reaction Database (ORD), a public repository of structured organic reaction records. describe an organic reaction: reactants, conditions, products, and yield Reactants: O=C([O-])O, CCO, Cl, N#Cc1cc(OCC(F)(F)C(F)(F)F)ccn1, NO, [Na+]. The product is NC(=O)c1cc(OCC(F)(F)C(F)(F)F)ccn1. RXN SMILES: [C:1]([O-:2])(=[O:3])[OH:4].[CH3:26][CH2:27][OH:28].[ClH:6].[F:9][C:10]([CH2:11][O:12][c:13]1[cH:14][c:15]([C:19]#[N:20])[n:16][cH:17][cH:18]1)([C:21]([F:22])([F:23])[F:24])[F:25].[NH2:7][OH:8].[Na+:5]>>[O:2]=[C:19]([c:15]1[cH:14][c:13]([O:12][CH2:11][C:10]([F:9])([C:21]([F:22])([F:23])[F:24])[F:25])[cH:18][cH:17][n:16]1)[NH2:20]. Reactants: N1=CC=CC=C1 (Pyridine), C(C)OC(=O)C1=NOC(=C1)CCO (5-hydroxyethylisoxazole-3-carboxylic acid ethyl ester), C1=CC=C(C=C1)OC(=S)Cl (phenyl chlorothionoformate). Solvent: ClCCl (dichloromethane), ClCCl (dichloromethane). Reaction conditions: temperature 0 celsius, time 2 hour. Product: C(C)OC(=O)C1=NOC(=C1)CCOC(=S)OC1=CC=CC=C1 (5-[2-(Phenoxythiocarbonyloxy)ethyl]isoxazole-3-carboxylic acid ethyl ester). The yield is 80.2%. Reaction SMILES: N1C=CC=CC=1.[CH2:7]([O:9][C:10]([C:12]1[CH:16]=[C:15]([CH2:17][CH2:18][OH:19])[O:14][N:13]=1)=[O:11])[CH3:8].[CH:20]1[CH:25]=[CH:24][C:23]([O:26][C:27](Cl)=[S:28])=[CH:22][CH:21]=1>ClCCl>[CH2:7]([O:9][C:10]([C:12]1[CH:16]=[C:15]([CH2:17][CH2:18][O:19][C:27]([O:26][C:23]2[CH:24]=[CH:25][CH:20]=[CH:21][CH:22]=2)=[S:28])[O:14][N:13]=1)=[O:11])[CH3:8]. Procedure: Pyridine (2.4 g, 31 mmol) was added to a stirred solution of 5-hydroxyethylisoxazole-3-carboxylic acid ethyl ester (4.75 g, 26 mmol) (prepared analogously to Example 64 part a) in dichloromethane (150 ml) under nitrogen at room temperature. The mixture was cooled to 0° C. and phenyl chlorothionoformate (5.3 g, 31 mmol) was added dropwise. The mixture was stirred at 0° C. for 1 hand at room temperature for 2 h, then diluted with dichloromethane (200 ml) and washed with water (×2). The organic lay...